Dataset: the Open Reaction Database (ORD), a public repository of structured organic reaction records. Task: describe an organic reaction: reactants, conditions, products, and yield Reactants: C([O-])([O-])=O.[Ca+2] (Calcium carbonate), NC1=C(C=C(C=C1)CC(=O)OC)Cl (methyl 4-amino-3-chlorophenylacetate), Cl (HCl), C(=S)(Cl)Cl (thiophosgene). Solvent: C(Cl)Cl (methylene chloride), C(Cl)Cl.O (methylene chloride water). Conditions: temperature 0 celsius. Product: ClC=1C=C(C=CC1N=C=S)CC(=O)OC (methyl 3-chloro-4-isothiocyanatophenylacetate). The yield is 107.9%. As a reaction SMILES: C(=O)([O-])[O-].[Ca+2].[C:6](Cl)(Cl)=[S:7].[NH2:10][C:11]1[CH:16]=[CH:15][C:14]([CH2:17][C:18]([O:20][CH3:21])=[O:19])=[CH:13][C:12]=1[Cl:22].Cl>C(Cl)Cl.O.C(Cl)Cl>[Cl:22][C:12]1[CH:13]=[C:14]([CH2:17][C:18]([O:20][CH3:21])=[O:19])[CH:15]=[CH:16][C:11]=1[N:10]=[C:6]=[S:7] |f:0.1,5.6|. Procedure: Calcium carbonate (626 mg, 6.25 mmol) and thiophosgene (191 μl, 2.51 mmol) were suspended in methylene chloride-water (10 ml, 1:1, v/v). To the resulting suspension was added a solution of methyl 4-amino-3-chlorophenylacetate (500 mg, 2.50 mmol) in methylene chloride (5 ml) under stirring at 0° C. The temperature of the reaction mixture was raised from 0° C. to room temperature over 1.5 hours. The reaction mixture was acidified with 1N HCl, followed by extraction with methylene chloride. The ext... Starting materials: COC1=C(C=CC=2SC=3NCCCC3N2)C=CC=C1OC (2-(2,3-Dimethoxystyryl)-4,5,6,7-tetrahydrothiazolo[5,4-b]pyridine), O (Water), C([O-])([O-])=O.[K+].[K+] (potassium carbonate), Cl.CN(C)CCCl (N,N-dimethylaminoethyl chloride hydrochloride). The solvent is CN(C=O)C (dimethylformamide). Conditions: temperature 90 celsius, time 4 hour. Product: Cl.Cl.COC1=C(C=CC=2SC=3N(CCCC3N2)CCN(C)C)C=CC=C1OC (2-(2,3-Dimethoxystyryl)-4-(2-dimethylaminoethyl)-4,5,6,7-tetrahydrothiazolo[5,4-b]pyridine dihydrochloride). Yield: 59.1%. As a reaction SMILES: [CH3:1][O:2][C:3]1[C:19]([O:20][CH3:21])=[CH:18][CH:17]=[CH:16][C:4]=1[CH:5]=[CH:6][C:7]1[S:8][C:9]2[NH:10][CH2:11][CH2:12][CH2:13][C:14]=2[N:15]=1.C(=O)([O-])[O-].[K+].[K+].[ClH:28].[CH3:29][N:30]([CH2:32][CH2:33][Cl:34])[CH3:31].O>CN(C)C=O>[ClH:34].[ClH:28].[CH3:1][O:2][C:3]1[C:19]([O:20][CH3:21])=[CH:18][CH:17]=[CH:16][C:4]=1[CH:5]=[CH:6][C:7]1[S:8][C:9]2[N:10]([CH2:33][CH2:32][N:30]([CH3:31])[CH3:29])[CH2:11][CH2:12][CH2:13][C:14]=2[N:15]=1 |f:1.2.3,4.5,8.9.10|. Procedure details: 2-(2,3-Dimethoxystyryl)-4,5,6,7-tetrahydrothiazolo[5,4-b]pyridine (1.0 g, 3.3 mmole) and powdery potassium carbonate (1.37 g, 9.92 mmole) were suspended in dimethylformamide (20 ml). To the suspension was added N,N-dimethylaminoethyl chloride hydrochloride (0.57 g, 3.97 mmole) and the mixture was heated with stirring at 90° C. for 4 hours. Water was added to the mixture and an organic substance was extracted with a chloroform-methanol mixed solvent. The extract was dried over magnesium sulfate a... The reactants are BrCc1ccccc1, O=C([O-])[O-], Cc1cc(C)n2nc(SCc3nc(-c4ccccc4)c[nH]3)nc2c1, [K+], [K+], CN(C)C=O. Product: Cc1cc(C)n2nc([SH](Cc3ccccc3)Cc3nc(-c4ccccc4)c[nH]3)nc2c1. RXN SMILES: [Br:25][CH2:26][c:27]1[cH:28][cH:29][cH:30][cH:31][cH:32]1.[C:33](=[O:34])([O-:35])[O-:36].[CH3:1][c:2]1[cH:3][c:4]([CH3:24])[cH:5][c:6]2[n:7]1[n:8][c:9]([S:11][CH2:12][c:13]1[nH:14][cH:15][c:16](-[c:18]3[cH:19][cH:20][cH:21][cH:22][cH:23]3)[n:17]1)[n:10]2.[K+:37].[K+:38].[O:39]=[CH:40][N:41]([CH3:42])[CH3:43]>>[CH3:1][c:2]1[cH:3][c:4]([CH3:24])[cH:5][c:6]2[n:7]1[n:8][c:9]([SH:11]([CH2:12][c:13]1[nH:14][cH:15][c:16](-[c:18]3[cH:19][cH:20][cH:21][cH:22][cH:23]3)[n:17]1)[CH2:26][c:27]1[cH:28][cH:29][cH:30][cH:31][cH:32]1)[n:10]2.